The task is: describe an organic reaction: reactants, conditions, products, and yield. This data is from the Open Reaction Database (ORD), a public repository of structured organic reaction records. Starting materials: C=CC1CC1(NC(=O)C1CC(O)CC1C(=O)OC(C)(C)C)C(=O)OCC, COc1ccc2c(O)nc(-c3cc(F)cc(F)c3)nc2c1C. The product is C=CC1CC1(NC(=O)C1CC(Oc2nc(-c3cc(F)cc(F)c3)nc3c(C)c(OC)ccc23)CC1C(=O)OC(C)(C)C)C(=O)OCC. RXN SMILES: [C:1]([CH3:2])([CH3:3])([CH3:4])[O:5][C:6](=[O:7])[CH:8]1[CH:9]([C:14]([NH:15][C:16]2([C:21](=[O:22])[O:23][CH2:24][CH3:25])[CH:17]([CH:19]=[CH2:20])[CH2:18]2)=[O:26])[CH2:10][CH:11]([OH:13])[CH2:12]1.[F:27][c:28]1[cH:29][c:30](-[c:35]2[n:36][c:37]3[c:38]([CH3:48])[c:39]([O:46][CH3:47])[cH:40][cH:41][c:42]3[c:43]([OH:45])[n:44]2)[cH:31][c:32]([F:34])[cH:33]1>>[C:1]([CH3:2])([CH3:3])([CH3:4])[O:5][C:6](=[O:7])[CH:8]1[CH:9]([C:14]([NH:15][C:16]2([C:21](=[O:22])[O:23][CH2:24][CH3:25])[CH:17]([CH:19]=[CH2:20])[CH2:18]2)=[O:26])[CH2:10][CH:11]([O:13][c:43]2[c:42]3[c:37]([n:36][c:35](-[c:30]4[cH:29][c:28]([F:27])[cH:33][c:32]([F:34])[cH:31]4)[n:44]2)[c:38]([CH3:48])[c:39]([O:46][CH3:47])[cH:40][cH:41]3)[CH2:12]1.